Dataset: the Open Reaction Database (ORD), a public repository of structured organic reaction records. Task: describe an organic reaction: reactants, conditions, products, and yield Starting materials: CCOC(=O)c1c[nH]c2cc(Cl)c([N+](=O)[O-])cc2c1=O, CCO, Cl, [Na+], [OH-]. The product is O=C(O)c1c[nH]c2cc(Cl)c([N+](=O)[O-])cc2c1=O. Reaction SMILES: [CH2:1]([CH3:2])[O:3][C:4](=[O:5])[c:6]1[cH:7][nH:8][c:9]2[cH:10][c:11]([Cl:20])[c:12]([N+:17](=[O:18])[O-:19])[cH:13][c:14]2[c:15]1=[O:16].[CH3:24][CH2:25][OH:26].[ClH:23].[Na+:22].[OH-:21]>>[O:3]=[C:4]([OH:5])[c:6]1[cH:7][nH:8][c:9]2[cH:10][c:11]([Cl:20])[c:12]([N+:17](=[O:18])[O-:19])[cH:13][c:14]2[c:15]1=[O:16]. The product is C(C1=CC=CC=C1)N(C(=O)C=1C=NOC1C1=CC=C(C=C1)OC)CC (N-Benzyl-N-ethyl-5-(4-methoxyphenyl)isoxazole-4-carboxamide), solid. Starting materials: CCCP1(=O)OP(=O)(OP(=O)(O1)CCC)CCC (1-propanephosphonic acid cyclic anhydride), COC1=CC=C(C=C1)C1=C(C=NO1)C(=O)O (5-(4-methoxyphenyl)isoxazole-4-carboxylic acid), C(C)NCC1=CC=CC=C1 (N-ethylbenzylamine). Reported procedure: The title compound was prepared from 5-(4-methoxyphenyl)isoxazole-4-carboxylic acid (11.0 mg, 0.050 mmol) and N-ethylbenzylamine (8.1 mg, 0.060 mmol) as described in synthetic method A (using 21 μL of triethylamine and 45 μL of 1-propanephosphonic acid cyclic anhydride) and thereafter purified by preparative HPLC method B (without the extraction step) to give a solid (10.5 mg). MS (pos) m/z 337.2 (M+H). Run in C(C)N(CC)CC (triethylamine). As a reaction SMILES: [CH3:1][O:2][C:3]1[CH:8]=[CH:7][C:6]([C:9]2[O:13][N:12]=[CH:11][C:10]=2[C:14]([OH:16])=O)=[CH:5][CH:4]=1.[CH2:17]([NH:19][CH2:20][C:21]1[CH:26]=[CH:25][CH:24]=[CH:23][CH:22]=1)[CH3:18].CCCP1(OP(CCC)(=O)OP(CCC)(=O)O1)=O>C(N(CC)CC)C>[CH2:20]([N:19]([CH2:17][CH3:18])[C:14]([C:10]1[CH:11]=[N:12][O:13][C:9]=1[C:6]1[CH:5]=[CH:4][C:3]([O:2][CH3:1])=[CH:8][CH:7]=1)=[O:16])[C:21]1[CH:26]=[CH:25][CH:24]=[CH:23][CH:22]=1. Reactants: C(C1=CC=CC=C1)OC(\C=C(\C)/NC1=CC=C(C=C1)F)=O (Z-3-(4-fluorophenylamino)-but-2-enoic acid benzylester), C(CC)#N (propionitrile). The reagents and catalysts are CC(=O)[O-].CC(=O)[O-].[Cu+2] (Cu(OAc)2). Product: C(C1=CC=CC=C1)OC(=O)C=1C(=NN(C1C)C1=CC=C(C=C1)F)CC (3-ethyl-1-(4-fluorophenyl)-5-methyl-1H-pyrazole-4-carboxylic acid benzylester). Isolated yield 84.0%. As a reaction SMILES: [CH2:1]([O:8][C:9](=[O:21])/[CH:10]=[C:11](\[NH:13][C:14]1[CH:19]=[CH:18][C:17]([F:20])=[CH:16][CH:15]=1)/[CH3:12])[C:2]1[CH:7]=[CH:6][CH:5]=[CH:4][CH:3]=1.[C:22](#[N:25])[CH2:23][CH3:24]>CC([O-])=O.CC([O-])=O.[Cu+2]>[CH2:1]([O:8][C:9]([C:10]1[C:22]([CH2:23][CH3:24])=[N:25][N:13]([C:14]2[CH:19]=[CH:18][C:17]([F:20])=[CH:16][CH:15]=2)[C:11]=1[CH3:12])=[O:21])[C:2]1[CH:7]=[CH:6][CH:5]=[CH:4][CH:3]=1 |f:2.3.4|. Procedure: According to AVV A, (Z-3-(4-fluorophenylamino)-but-2-enoic acid benzylester (285.3 mg, 1.0 mmol, 1.0 equiv.) was stirred with Cu(OAc)2 (544.9 mg, 3.0 mmol, 3.0 equiv.) into propionitrile (3.0 ml, 41.9 mmol, 41.9 equiv.) for 24 hours at 120° C. After purification by means of column chromatography (silica gel (50 g), pentane/EtOAc 98:2→70:30→0:100), the product was obtained in the form of a yellow oil (283.0 mg, 0.84 mmol, 84%). Reactants: C(CC)C1=CC=C(C=C1)C1=NC(=NO1)C1=C2C=CC=NC2=CC=C1 (5-(4-Propylphenyl)-3-(quinolin-5-yl)-1,2,4-oxadiazole), C1CCOC1 (THF). Run in CC(=O)O (AcOH). Yields the product C(CC)C1=CC=C(C=C1)C1=NC(=NO1)C1=C2CCCNC2=CC=C1 (5-(4-Propylphenyl)-3-(1,2,3,4-tetrahydroquinolin-5-yl)-1,2,4-oxadiazole). Yield: 48.6%. RXN SMILES: [CH2:1]([C:4]1[CH:9]=[CH:8][C:7]([C:10]2[O:14][N:13]=[C:12]([C:15]3[CH:24]=[CH:23][CH:22]=[C:21]4[C:16]=3[CH:17]=[CH:18][CH:19]=[N:20]4)[N:11]=2)=[CH:6][CH:5]=1)[CH2:2][CH3:3].C1COCC1>CC(O)=O>[CH2:1]([C:4]1[CH:5]=[CH:6][C:7]([C:10]2[O:14][N:13]=[C:12]([C:15]3[CH:24]=[CH:23][CH:22]=[C:21]4[C:16]=3[CH2:17][CH2:18][CH2:19][NH:20]4)[N:11]=2)=[CH:8][CH:9]=1)[CH2:2][CH3:3]. Reported procedure: To a solution of the product of Step C (0.069 g; 0.219 mmol) in AcOH (1 ml) and anhydrous THF (1.5 ml) NaBH3CN (3×0.07 g; 3.34 mmol) was added portion wise over a period of 2 h, while the temperature of the reaction mixture was kept <15° C. The solvents were removed in vacuo and the residue was diluted to 15 ml with EtOAc, washed with 5% NaOH, H2O, brine, dried over anhydrous MgSO4, filtered and filtrate evaporated to dryness under reduced pressure. The residue was dissolved in a mixture of CF3C... The reactants are CN(C)C=O, OCc1ccc(C2=NOC(c3cc(Cl)cc(Cl)c3)(C(F)(F)F)C2)cc1, ClCCl, O, O=S(Cl)Cl. The product is FC(F)(F)C1(c2cc(Cl)cc(Cl)c2)CC(c2ccc(CCl)cc2)=NO1. Reaction SMILES: [CH3:26][N:27]([CH3:28])[CH:29]=[O:30].[Cl:1][c:2]1[cH:3][c:4]([C:9]2([C:22]([F:23])([F:24])[F:25])[CH2:10][C:11]([c:14]3[cH:15][cH:16][c:17]([CH2:20][OH:21])[cH:18][cH:19]3)=[N:12][O:13]2)[cH:5][c:6]([Cl:8])[cH:7]1.[Cl:32][CH2:33][Cl:34].[OH2:31].[S:35]([Cl:36])([Cl:37])=[O:38]>>[Cl:1][c:2]1[cH:3][c:4]([C:9]2([C:22]([F:23])([F:24])[F:25])[CH2:10][C:11]([c:14]3[cH:15][cH:16][c:17]([CH2:20][Cl:32])[cH:18][cH:19]3)=[N:12][O:13]2)[cH:5][c:6]([Cl:8])[cH:7]1. Reactants: CC(C)(C)OC(=O)Nc1c(Br)cncc1Br, CCOC(C)=O, [Na+], [Na+], O=C([O-])[O-], C1COCCO1, O, OB(O)c1ccccc1, c1ccc(P(c2ccccc2)(c2ccccc2)[Pd](P(c2ccccc2)(c2ccccc2)c2ccccc2)(P(c2ccccc2)(c2ccccc2)c2ccccc2)P(c2ccccc2)(c2ccccc2)c2ccccc2)cc1. Product: CC(C)(C)OC(=O)Nc1c(Br)cncc1-c1ccccc1. As a reaction SMILES: [Br:1][c:2]1[cH:3][n:4][cH:5][c:6]([Br:16])[c:7]1[NH:8][C:9]([O:10][C:11]([CH3:12])([CH3:13])[CH3:14])=[O:15].[CH3:39][CH2:40][O:41][C:42](=[O:43])[CH3:44].[Na+:26].[Na+:27].[O-:28][C:29](=[O:30])[O-:31].[O:32]1[CH2:33][CH2:34][O:35][CH2:36][CH2:37]1.[OH2:38].[OH:17][B:18]([OH:19])[c:20]1[cH:21][cH:22][cH:23][cH:24][cH:25]1.[cH:45]1[cH:46][cH:47][c:48]([P:49]([Pd:50]([P:51]([c:52]2[cH:53][cH:54][cH:55][cH:56][cH:57]2)([c:58]2[cH:59][cH:60][cH:61][cH:62][cH:63]2)[c:64]2[cH:65][cH:66][cH:67][cH:68][cH:69]2)([P:70]([c:71]2[cH:72][cH:73][cH:74][cH:75][cH:76]2)([c:77]2[cH:78][cH:79][cH:80][cH:81][cH:82]2)[c:83]2[cH:84][cH:85][cH:86][cH:87][cH:88]2)[P:89]([c:90]2[cH:91][cH:92][cH:93][cH:94][cH:95]2)([c:96]2[cH:97][cH:98][cH:99][cH:100][cH:101]2)[c:102]2[cH:103][cH:104][cH:105][cH:106][cH:107]2)([c:108]2[cH:109][cH:110][cH:111][cH:112][cH:113]2)[c:114]2[cH:115][cH:116][cH:117][cH:118][cH:119]2)[cH:120][cH:121]1>>[c:2]1(-[c:20]2[cH:21][cH:22][cH:23][cH:24][cH:25]2)[cH:3][n:4][cH:5][c:6]([Br:16])[c:7]1[NH:8][C:9]([O:10][C:11]([CH3:12])([CH3:13])[CH3:14])=[O:15]. Starting materials: Oc1ccc(Br)cc1Br, O=C([O-])[O-], O=C([O-])[O-], COc1ccc(CCl)cc1, [Cs+], [Cs+], [K+], [K+], CN(C)C=O, O. Product: COc1ccc(COc2ccc(Br)cc2Br)cc1. As a reaction SMILES: [Br:11][c:12]1[c:13]([OH:19])[cH:14][cH:15][c:16]([Br:18])[cH:17]1.[C:20](=[O:21])([O-:22])[O-:23].[C:26](=[O:27])([O-:28])[O-:29].[CH3:1][O:2][c:3]1[cH:4][cH:5][c:6]([CH2:7][Cl:8])[cH:9][cH:10]1.[Cs+:30].[Cs+:31].[K+:24].[K+:25].[O:32]=[CH:33][N:34]([CH3:35])[CH3:36].[OH2:37]>>[CH3:1][O:2][c:3]1[cH:4][cH:5][c:6]([CH2:7][O:19][c:13]2[c:12]([Br:11])[cH:17][c:16]([Br:18])[cH:15][cH:14]2)[cH:9][cH:10]1. The reactants are FC(C(=O)O)(F)F (Trifluoroacetic acid), ClC1=C(C(=C(C=C1)CNC(=O)C=1NC2=CC(=CC=C2C1)NC(OC(C)(C)C)=O)F)OC1=CC(=CC(=C1)C#N)Cl (1,1-dimethylethyl (2-{[({4-chloro-3-[(3-chloro-5-cyanophenyl)oxy]-2-fluorophenyl}methyl)amino]carbonyl}-1H-indol-6-yl)carbamate). Run in ClCCl (dichloromethane). Run at time 8 hour. Product: FC(C(=O)O)(F)F.NC1=CC=C2C=C(NC2=C1)C(=O)NCC1=C(C(=C(C=C1)Cl)OC1=CC(=CC(=C1)C#N)Cl)F (6-amino-N-({4-chloro-3-[(3-chloro-5-cyanophenyl)oxy]-2-fluorophenyl}methyl)-1H-indole-2-carboxamide trifluoroacetate). The yield is 78.3%. As a reaction SMILES: [F:1][C:2]([F:7])([F:6])[C:3]([OH:5])=[O:4].[Cl:8][C:9]1[CH:14]=[CH:13][C:12]([CH2:15][NH:16][C:17]([C:19]2[NH:20][C:21]3[C:26]([CH:27]=2)=[CH:25][CH:24]=[C:23]([NH:28]C(=O)OC(C)(C)C)[CH:22]=3)=[O:18])=[C:11]([F:36])[C:10]=1[O:37][C:38]1[CH:43]=[C:42]([C:44]#[N:45])[CH:41]=[C:40]([Cl:46])[CH:39]=1>ClCCl>[F:1][C:2]([F:7])([F:6])[C:3]([OH:5])=[O:4].[NH2:28][C:23]1[CH:22]=[C:21]2[C:26]([CH:27]=[C:19]([C:17]([NH:16][CH2:15][C:12]3[CH:13]=[CH:14][C:9]([Cl:8])=[C:10]([O:37][C:38]4[CH:43]=[C:42]([C:44]#[N:45])[CH:41]=[C:40]([Cl:46])[CH:39]=4)[C:11]=3[F:36])=[O:18])[NH:20]2)=[CH:25][CH:24]=1 |f:3.4|. Reported procedure: Trifluoroacetic acid (0.5 mL, 6.49 mmol) was added to a solution of 1,1-dimethylethyl (2-{[({4-chloro-3-[(3-chloro-5-cyanophenyl)oxy]-2-fluorophenyl}methyl)amino]carbonyl}-1H-indol-6-yl)carbamate (0.046 g, 0.081 mmol) in dichloromethane (2 mL). The mixture was stirred at RT overnight. The solvent was evaporated and the residue was purified by column chromatography (dichloromethane/methanol) to give the title compound (0.037 g, 74%) as a grey solid. 1H NMR (400 MHz, DMSO-d6) δ ppm 11.73 (s, 1H), ...